Dataset: the Open Reaction Database (ORD), a public repository of structured organic reaction records. Task: describe an organic reaction: reactants, conditions, products, and yield Reactants: C(CCC)OC(C1=CC(=CC=C1)C=1C=2C(=CNC1C)C(N(N2)C2=CC=C(C=C2)Cl)=O)=O (3-[2-(4-chlorophenyl)-3,5-dihydro-6-methyl-3-oxo-2H-pyrazolo[4,3-c]pyridin-7-yl]benzoic acid butyl ester). Solvent: [OH-].[Na+] (NaOH). Conditions: time 8 hour. The product is ClC1=CC=C(C=C1)N1N=C2C(=CNC(=C2C=2C=C(C(=O)O)C=CC2)C)C1=O (3-[2-(4-Chlorophenyl)-3,5-dihydro-6-methyl-3-oxo-2H-pyrazolo[4,3-c]pyridin-7-yl]benzoic acid). Yield: 73.0%. As a reaction SMILES: C([O:5][C:6](=[O:31])[C:7]1[CH:12]=[CH:11][CH:10]=[C:9]([C:13]2[C:14]3[C:15]([C:20](=[O:30])[N:21]([C:23]4[CH:28]=[CH:27][C:26]([Cl:29])=[CH:25][CH:24]=4)[N:22]=3)=[CH:16][NH:17][C:18]=2[CH3:19])[CH:8]=1)CCC>[OH-].[Na+]>[Cl:29][C:26]1[CH:27]=[CH:28][C:23]([N:21]2[C:20](=[O:30])[C:15]3=[CH:16][NH:17][C:18]([CH3:19])=[C:13]([C:9]4[CH:8]=[C:7]([CH:12]=[CH:11][CH:10]=4)[C:6]([OH:31])=[O:5])[C:14]3=[N:22]2)=[CH:24][CH:25]=1 |f:1.2|. Procedure details: A mixture of 3-[2-(4-chlorophenyl)-3,5-dihydro-6-methyl-3-oxo-2H-pyrazolo[4,3-c]pyridin-7-yl]benzoic acid butyl ester (from Example 25, Step a) (0.350 g, 0.803 mmol) in 1M aqueous NaOH (3.9 ml) was stirred at room temperature overnight. The mixture was then filtered from a little dark orange solid, which was washed with water, and the combined filtrates were neutralised to pH 5 by the addition of 5M aqueous HCl. The resulting yellow solid was collected by filtration, washed with water, then hexa...